Dataset: the Open Reaction Database (ORD), a public repository of structured organic reaction records. Task: describe an organic reaction: reactants, conditions, products, and yield Conditions: time 3 hour. The solvent is O (water). Procedure: To 100 ml of methanol, cooled to -5° C., there is added dropwise 11.9 g (0.1 mol) of thionyl chloride. Upon completion of the addition 13.23 g (0.05 mol) of 1-(4-chlorophenyl)-1,4-dihydro-4-oxo-6-methylpyridazine-3-carboxylic Acid (see Example 12) is added. The suspension formed is vacuum filtered after stirring at room temperature for 3 hrs. to afford the product, mp 183°-193° C. decomp. Treatment of the product with water affords the Methyl 1-(4-chlorophenyl)-1,4-dihydro-4-oxo-6-methylpyridazi... As a reaction SMILES: [CH3:1]O.S(Cl)(Cl)=O.[Cl:7][C:8]1[CH:13]=[CH:12][C:11]([N:14]2[C:19]([CH3:20])=[CH:18][C:17](=[O:21])[C:16]([C:22]([OH:24])=[O:23])=[N:15]2)=[CH:10][CH:9]=1>O>[Cl:7][C:8]1[CH:13]=[CH:12][C:11]([N:14]2[C:19]([CH3:20])=[CH:18][C:17](=[O:21])[C:16]([C:22]([O:24][CH3:1])=[O:23])=[N:15]2)=[CH:10][CH:9]=1. The product is ClC1=CC=C(C=C1)N1N=C(C(C=C1C)=O)C(=O)OC (Methyl 1-(4-chlorophenyl)-1,4-dihydro-4-oxo-6-methylpyridazine-3-carboxylate). Reactants: CO (methanol), S(=O)(Cl)Cl (thionyl chloride), ClC1=CC=C(C=C1)N1N=C(C(C=C1C)=O)C(=O)O (1-(4-chlorophenyl)-1,4-dihydro-4-oxo-6-methylpyridazine-3-carboxylic Acid).